This data is from the Open Reaction Database (ORD), a public repository of structured organic reaction records. The task is: describe an organic reaction: reactants, conditions, products, and yield Reactants: CC#CCO, CCS(=O)(=O)c1ccc(F)c(Cl)c1, CC(C)(C)[O-], CN1CCCC1=O, [Na+]. Yields the product CCS(=O)(=O)c1ccc(O)c(Cl)c1. RXN SMILES: [CH2:14]([C:15]#[C:16][CH3:17])[OH:18].[CH2:1]([CH3:2])[S:3](=[O:4])(=[O:5])[c:6]1[cH:7][c:8]([Cl:13])[c:9]([F:12])[cH:10][cH:11]1.[CH3:19][C:20]([CH3:21])([O-:22])[CH3:23].[CH3:25][N:26]1[CH2:27][CH2:28][CH2:29][C:30]1=[O:31].[Na+:24]>>[CH2:1]([CH3:2])[S:3](=[O:4])(=[O:5])[c:6]1[cH:7][c:8]([Cl:13])[c:9]([OH:18])[cH:10][cH:11]1. Starting materials: CO, COC(=O)c1ccc(N)cc1O, [NH4+], [OH-], O=S(=O)(O)O. Product: NC(=O)c1ccc(N)cc1O. As a reaction SMILES: [CH3:20][OH:21].[NH2:6][c:7]1[cH:8][c:9]([OH:17])[c:10]([C:11](=[O:12])[O:13][CH3:14])[cH:15][cH:16]1.[NH4+:18].[OH-:19].[S:1](=[O:2])(=[O:3])([OH:4])[OH:5]>>[NH2:6][c:7]1[cH:8][c:9]([OH:17])[c:10]([C:11](=[O:12])[NH2:18])[cH:15][cH:16]1. The reactants are Nc1c(Br)cc([N+](=O)[O-])cc1Br, CCOC(C)=O, CN(C)C=O, CCO, [H][H]. Yields the product Nc1cc(Br)c(N)c(Br)c1. Reaction SMILES: [Br:1][c:2]1[c:3]([NH2:4])[c:5]([Br:12])[cH:6][c:7]([N+:9]([O-:10])=[O:11])[cH:8]1.[CH3:13][CH2:14][O:15][C:16](=[O:17])[CH3:18].[CH3:19][N:20]([CH3:21])[CH:22]=[O:23].[CH3:26][CH2:27][OH:28].[H:24][H:25]>>[Br:1][c:2]1[c:3]([NH2:4])[c:5]([Br:12])[cH:6][c:7]([NH2:9])[cH:8]1. Reactants: Cl.CCOC(=O)C (HCl AcOEt), [OH-].[Na+] (NaOH), COC=1C=C(OCC2=CN=C(O2)[C@H]2N(CCC2)C(=O)OC(C)(C)C)C=CC1OC ((S)-t-Butyl 2-(5-((3,4-dimethoxyphenoxy)methyl)oxazol-2-yl)pyrrolidine-1-carboxylate), Cl.CCOC(=O)C (HCl AcOEt), Cl.CCOC(=O)C (HCl AcOEt). The solvent is CCOC(=O)C (AcOEt). Reaction conditions: time 12 hour. The product is COC=1C=C(OCC2=CN=C(O2)[C@H]2NCCC2)C=CC1OC ((S)-5-((3,4-Dimethoxyphenoxy)methyl)-2-(pyrrolidin-2-yl)oxazole). Isolated yield 71.0%. RXN SMILES: [CH3:1][O:2][C:3]1[CH:4]=[C:5]([CH:25]=[CH:26][C:27]=1[O:28][CH3:29])[O:6][CH2:7][C:8]1[O:12][C:11]([C@@H:13]2[CH2:17][CH2:16][CH2:15][N:14]2C(OC(C)(C)C)=O)=[N:10][CH:9]=1.Cl.CCOC(C)=O.[OH-].[Na+]>CCOC(C)=O>[CH3:1][O:2][C:3]1[CH:4]=[C:5]([CH:25]=[CH:26][C:27]=1[O:28][CH3:29])[O:6][CH2:7][C:8]1[O:12][C:11]([C@@H:13]2[CH2:17][CH2:16][CH2:15][NH:14]2)=[N:10][CH:9]=1 |f:1.2,3.4|. Procedure details: To an AcOEt (1 ml) solution of the compound (0.146 g) obtained in Example 19-(5), 4N HCl-AcOEt (0.5 ml) was added and the mixture was stirred at room temperature for 12 hours. After adding 4N HCl-AcOEt (0.5 ml) and stirring for 3 hours, 4N HCl-AcOEt (0.5 ml) was further added and stirring was continued for an hour. After adding an aqueous solution of 2N NaOH and performing extraction with AcOEt, the organic layer was washed with brine, dried (MgSO4), filtered and concentrated to give the titled ...